Dataset: the Open Reaction Database (ORD), a public repository of structured organic reaction records. Task: describe an organic reaction: reactants, conditions, products, and yield Reactants: Cl.C(C)OC(=O)C=1C(=NC=2CCNCC2C1)C(F)(F)F (2-trifluoromethyl-5,6,7,8-tetrahydro-[1,6]naphthyridine-3-carboxylic acid ethyl ester hydrochloride), CS(=O)(=O)C=1C=CC(=C(C(=O)O)C1)O[C@H](C(F)(F)F)C (5-methanesulfonyl-2-((S)-2,2,2-trifluoro-1-methyl-ethoxy)-benzoic acid). Yields the product C(C)OC(=O)C=1C(=NC=2CCN(CC2C1)C(C1=C(C=CC(=C1)S(=O)(=O)C)O[C@H](C(F)(F)F)C)=O)C(F)(F)F (6-[5-Methanesulfonyl-2-((S)-2,2,2-trifluoro-1-methyl-ethoxy)-benzoyl]-2-trifluoromethyl-5,6,7,8-tetrahydro-[1,6]naphthyridine-3-carboxylic acid ethyl ester). Reaction SMILES: Cl.[CH2:2]([O:4][C:5]([C:7]1[C:8]([C:17]([F:20])([F:19])[F:18])=[N:9][C:10]2[CH2:11][CH2:12][NH:13][CH2:14][C:15]=2[CH:16]=1)=[O:6])[CH3:3].[CH3:21][S:22]([C:25]1[CH:26]=[CH:27][C:28]([O:34][C@@H:35]([CH3:40])[C:36]([F:39])([F:38])[F:37])=[C:29]([CH:33]=1)[C:30](O)=[O:31])(=[O:24])=[O:23]>>[CH2:2]([O:4][C:5]([C:7]1[C:8]([C:17]([F:19])([F:20])[F:18])=[N:9][C:10]2[CH2:11][CH2:12][N:13]([C:30](=[O:31])[C:29]3[CH:33]=[C:25]([S:22]([CH3:21])(=[O:23])=[O:24])[CH:26]=[CH:27][C:28]=3[O:34][C@@H:35]([CH3:40])[C:36]([F:39])([F:37])[F:38])[CH2:14][C:15]=2[CH:16]=1)=[O:6])[CH3:3] |f:0.1|. Reported procedure: Prepared in analogy to example 1.1 from 2-trifluoromethyl-5,6,7,8-tetrahydro-[1,6]naphthyridine-3-carboxylic acid ethyl ester hydrochloride (CA [741736-90-3]; WO2004069162) and 5-methanesulfonyl-2-((S)-2,2,2-trifluoro-1-methyl-ethoxy)-benzoic acid (example 2.2). MS (m/e): 569.0 (M+H+). Reactants: CCO, [K+], CC(C#N)c1cccc(Oc2ccccc2)c1, [OH-], O. Product: CC(C(=O)O)c1cccc(Oc2ccccc2)c1. As a reaction SMILES: [CH3:1][CH2:2][OH:3].[K+:22].[O:4]([c:5]1[cH:6][cH:7][cH:8][cH:9][cH:10]1)[c:11]1[cH:12][c:13]([CH:17]([C:18]#[N:19])[CH3:20])[cH:14][cH:15][cH:16]1.[OH-:21].[OH2:23]>>[O:4]([c:5]1[cH:6][cH:7][cH:8][cH:9][cH:10]1)[c:11]1[cH:12][c:13]([CH:17]([C:18](=[O:21])[OH:23])[CH3:20])[cH:14][cH:15][cH:16]1. Reactants: B(Br)(Br)Br (boron tribromide), ClCCl (dichloromethane), ClC=1N=CC=C2C=C(C=NC12)OC (8-chloro-3-methoxy-1,7-naphthyridine). Run in ClCCCl (DCE). The product is ClC=1N=CC=C2C=C(C=NC12)O (8-chloro-1,7-naphthyridin-3-ol). RXN SMILES: [Cl:1][C:2]1[N:3]=[CH:4][CH:5]=[C:6]2[C:11]=1[N:10]=[CH:9][C:8]([O:12]C)=[CH:7]2.B(Br)(Br)Br.ClCCl>ClCCCl>[Cl:1][C:2]1[N:3]=[CH:4][CH:5]=[C:6]2[C:11]=1[N:10]=[CH:9][C:8]([OH:12])=[CH:7]2. Reported procedure: To a 75 mL pressure vessel were charged with 8-chloro-3-methoxy-1,7-naphthyridine (0.8 g, 4.11 mmol) and DCE (10 ml). To this was added boron tribromide, 1.0M in dichloromethane (20.55 ml, 20.55 mmol) slowly. The brown heterogeneous mixture was stirred at RT and then was heated to 60° C. in oil bath and stirred for 3 h. It was cooled to 0° C. by ice bath and quenched with sat. Na2CO3 very slowly. Organic solvents were reduced, and 100 ml EtOH was added to the resulting residue. The white precipi... Reactants: CN1C(=CC2=CC=CC(=C12)C(=O)O)C(=O)O (1-methylindole-2,7-dicarboxylic acid), N1=CC=CC2=CC=CC=C12 (quinoline). Reagents/catalysts: [Cu]=O (copper (II) oxide). Run in Cl (hydrochloric acid). Conditions: temperature 180 celsius. Yields the product CN1C=CC2=CC=CC(=C12)C(=O)O (1-methyl-7-indolecarboxylic acid). Yield: 49.5%. Reaction SMILES: [CH3:1][N:2]1[C:10]2[C:5](=[CH:6][CH:7]=[CH:8][C:9]=2[C:11]([OH:13])=[O:12])[CH:4]=[C:3]1C(O)=O.N1C2C(=CC=CC=2)C=CC=1>[Cu]=O.Cl>[CH3:1][N:2]1[C:10]2[C:5](=[CH:6][CH:7]=[CH:8][C:9]=2[C:11]([OH:13])=[O:12])[CH:4]=[CH:3]1. Procedure details: A mixture of 4.60 g (21.0 mmol) of 1-methylindole-2,7-dicarboxylic acid, 0.5 g of copper (II) oxide and 50 ml of quinoline was stirred for an hour with heating at 180° C. After cooling, the reaction mixture was poured onto 200 ml of 2N hydrochloric acid. The mixture was extracted three times with ethyl acetate and the combined extracts were washed with saturated sodium chloride solution. After drying over anhydrous magnesium sulfate, the solvent was distilled off under reduced pressure. The resi... Reactants: CCCCS, C1CCOC1, CCCCCC, OC1(c2nccnc2Cl)CN2CCC1CC2, [H-], [Na+]. The product is CCCCSc1nccnc1C1(O)CN2CCC1CC2. Reaction SMILES: [CH2:25]([CH2:26][CH2:27][CH3:28])[SH:29].[CH2:30]1[O:31][CH2:32][CH2:33][CH2:34]1.[CH3:3][CH2:4][CH2:5][CH2:6][CH2:7][CH3:8].[Cl:9][c:10]1[c:11]([C:16]2([OH:24])[CH2:17][N:18]3[CH2:19][CH2:20][CH:21]2[CH2:22][CH2:23]3)[n:12][cH:13][cH:14][n:15]1.[H-:2].[Na+:1]>>[c:10]1([S:29][CH2:25][CH2:26][CH2:27][CH3:28])[c:11]([C:16]2([OH:24])[CH2:17][N:18]3[CH2:19][CH2:20][CH:21]2[CH2:22][CH2:23]3)[n:12][cH:13][cH:14][n:15]1.